Dataset: the Open Reaction Database (ORD), a public repository of structured organic reaction records. Task: describe an organic reaction: reactants, conditions, products, and yield Starting materials: FC(S(=O)(=O)OCC(=O)C1=C(C(=C(OCCCOC2=C(C3=C(CCC(O3)C(=O)OC)C=C2)CCC)C=C1)CCC)OC)(F)F (Methyl 7-[3-(4-(2-trifluoromethylsulfonyloxy-1-oxoethyl)-3-methoxy-2-propylphenoxy)propoxy]-3, 4-dihydro-8-propyl-2H-1-benzopyran-2-carboxylate), C(=O)N (formamide), CN(C=O)C (dimethyl formamide). Run in C(C)(=O)OCC.O (ethyl acetate water). Yields the product COC=1C(=C(OCCCOC2=C(C3=C(CCC(O3)C(=O)OC)C=C2)CCC)C=CC1C=1N=COC1)CCC (Methyl 3,4-Dihydro-7-[3-[3-methoxy-4-(4-oxazolyl)-2-propylphenoxy]propoxy]-8-propyl-2H-1-benzopyran-2-carboxylate). As a reaction SMILES: FC(F)(F)S([O:6][CH2:7][C:8]([C:10]1[CH:37]=[CH:36][C:13]([O:14][CH2:15][CH2:16][CH2:17][O:18][C:19]2[CH:32]=[CH:31][C:22]3[CH2:23][CH2:24][CH:25]([C:27]([O:29][CH3:30])=[O:28])[O:26][C:21]=3[C:20]=2[CH2:33][CH2:34][CH3:35])=[C:12]([CH2:38][CH2:39][CH3:40])[C:11]=1[O:41][CH3:42])=O)(=O)=O.[CH:45]([NH2:47])=O.CN(C)C=O>C(OCC)(=O)C.O>[CH3:42][O:41][C:11]1[C:12]([CH2:38][CH2:39][CH3:40])=[C:13]([CH:36]=[CH:37][C:10]=1[C:8]1[N:47]=[CH:45][O:6][CH:7]=1)[O:14][CH2:15][CH2:16][CH2:17][O:18][C:19]1[CH:32]=[CH:31][C:22]2[CH2:23][CH2:24][CH:25]([C:27]([O:29][CH3:30])=[O:28])[O:26][C:21]=2[C:20]=1[CH2:33][CH2:34][CH3:35] |f:3.4|. Procedure details: The compound of Example 3 (0.10 g, 0.155 mmol) was stirred with 0.5 ml of formamide and 0.2 ml of dimethyl formamide (DMF) for 1.5 hours at 170° C. The reaction mixture was cooled and poured into ethyl acetate/water. The ethyl acetate layer was washed with brine, dried over sodium sulfate, and concentrated under vacuum. The residue was flash chromatographed on silica gel using 10:1 to 4:1 hexane/ethyl acetate eluant to give the product, 0.057 g (0.109 mmol), 35%. The reactants are CC(C)C1COC(=O)N1C(=O)C(CC(=O)OC(C)(C)C)Cc1ccccc1, [Li]CCCC, CCCCCC, C1CCOC1, OCc1ccccc1. Yields the product CC(C)(C)OC(=O)CC(Cc1ccccc1)C(=O)OCc1ccccc1. As a reaction SMILES: [C:20]([CH3:21])([CH3:22])([CH3:23])[O:24][C:25](=[O:26])[CH2:27][CH:28]([C:29](=[O:30])[N:31]1[CH:32]([CH:33]([CH3:34])[CH3:35])[CH2:36][O:37][C:38]1=[O:39])[CH2:40][c:41]1[cH:42][cH:43][cH:44][cH:45][cH:46]1.[CH2:15]([Li:16])[CH2:17][CH2:18][CH3:19].[CH3:9][CH2:10][CH2:11][CH2:12][CH2:13][CH3:14].[O:47]1[CH2:48][CH2:49][CH2:50][CH2:51]1.[OH:1][CH2:2][c:3]1[cH:4][cH:5][cH:6][cH:7][cH:8]1>>[O:1]([CH2:2][c:3]1[cH:4][cH:5][cH:6][cH:7][cH:8]1)[C:29]([CH:28]([CH2:27][C:25]([O:24][C:20]([CH3:21])([CH3:22])[CH3:23])=[O:26])[CH2:40][c:41]1[cH:42][cH:43][cH:44][cH:45][cH:46]1)=[O:30]. Starting materials: C1(=CC=CC=C1)C1=NN(C=C1)C1=C(C(=O)NC(C(C(=O)O)O)CC2=CC(=CC=C2)F)C=CC=N1 (3-(2-(3-phenyl-1H-pyrazol-1-yl)nicotinamido)-2-hydroxy-4-(3-fluorophenyl)-butanoic acid), Cl.CON (O-methylhydroxylamine hydrochloride). The product is FC=1C=C(C=CC1)CC(C(C(=O)NOC)O)NC(C1=C(N=CC=C1)N1N=C(C=C1)C1=CC=CC=C1)=O (N-(1-(3-Fluorophenyl)-3-hydroxy-4-(methoxyamino)-4-oxo-butan-2-yl)-2-(3-phenyl-1H-pyrazol-1-yl)nicotinamide). As a reaction SMILES: [C:1]1([C:7]2[CH:11]=[CH:10][N:9]([C:12]3[N:34]=[CH:33][CH:32]=[CH:31][C:13]=3[C:14]([NH:16][CH:17]([CH2:23][C:24]3[CH:29]=[CH:28][CH:27]=[C:26]([F:30])[CH:25]=3)[CH:18]([OH:22])[C:19]([OH:21])=O)=[O:15])[N:8]=2)[CH:6]=[CH:5][CH:4]=[CH:3][CH:2]=1.Cl.[CH3:36][O:37][NH2:38]>>[F:30][C:26]1[CH:25]=[C:24]([CH2:23][CH:17]([NH:16][C:14](=[O:15])[C:13]2[CH:31]=[CH:32][CH:33]=[N:34][C:12]=2[N:9]2[CH:10]=[CH:11][C:7]([C:1]3[CH:2]=[CH:3][CH:4]=[CH:5][CH:6]=3)=[N:8]2)[CH:18]([OH:22])[C:19]([NH:38][O:37][CH3:36])=[O:21])[CH:29]=[CH:28][CH:27]=1 |f:1.2|. Procedure: The reaction was carried out in analogy to reaction step 1.3 by reacting 3-(2-(3-phenyl-1H-pyrazol-1-yl)nicotinamido)-2-hydroxy-4-(3-fluorophenyl)-butanoic acid with O-methylhydroxylamine hydrochloride. ESI-MS [M+H]+: 490.2 Starting materials: C(=O)(O)[O-].[Na+] (NaHCO3), CC1(OB(OC1(C)C)C1=CC(=CC=C1)[N+](=O)[O-])C (4,4,5,5-Tetramethyl-2-(3-nitrophenyl)-1,3,2-dioxaborolane), IC=1C=C(C(=O)O)C=CC1C (3-iodo-4-methylbenzoic acid), C([O-])([O-])=O.[K+].[K+] (potassium carbonate). Reagents/catalysts: C=1C=CC(=CC1)[P](C=2C=CC=CC2)(C=3C=CC=CC3)[Pd]([P](C=4C=CC=CC4)(C=5C=CC=CC5)C=6C=CC=CC6)([P](C=7C=CC=CC7)(C=8C=CC=CC8)C=9C=CC=CC9)[P](C=1C=CC=CC1)(C=1C=CC=CC1)C=1C=CC=CC1 (tetrakis(triphenylphosphine)palladium(0)). Run in C1(=CC=CC=C1)C (toluene), C(CCC)O (1-butanol), O (water). Run at temperature 20 celsius. Yields the product CC1=CC=C(C=C1C1=CC(=CC=C1)[N+](=O)[O-])C(=O)O (6-Methyl-3′-nitrobiphenyl-3-carboxylic acid). The yield is 88.9%. As a reaction SMILES: CC1(C)C(C)(C)OB([C:9]2[CH:14]=[CH:13][CH:12]=[C:11]([N+:15]([O-:17])=[O:16])[CH:10]=2)O1.I[C:20]1[CH:21]=[C:22]([CH:26]=[CH:27][C:28]=1[CH3:29])[C:23]([OH:25])=[O:24].C(=O)([O-])[O-].[K+].[K+].C([O-])(O)=O.[Na+]>C1(C)C=CC=CC=1.C(O)CCC.O.C1C=CC([P]([Pd]([P](C2C=CC=CC=2)(C2C=CC=CC=2)C2C=CC=CC=2)([P](C2C=CC=CC=2)(C2C=CC=CC=2)C2C=CC=CC=2)[P](C2C=CC=CC=2)(C2C=CC=CC=2)C2C=CC=CC=2)(C2C=CC=CC=2)C2C=CC=CC=2)=CC=1>[CH3:29][C:28]1[C:27]([C:9]2[CH:14]=[CH:13][CH:12]=[C:11]([N+:15]([O-:17])=[O:16])[CH:10]=2)=[CH:26][C:22]([C:23]([OH:25])=[O:24])=[CH:21][CH:20]=1 |f:2.3.4,5.6,^1:57,59,78,97|. Procedure: 4,4,5,5-Tetramethyl-2-(3-nitrophenyl)-1,3,2-dioxaborolane (5.16 g, 0.0207 mol) was mixed with 3-iodo-4-methylbenzoic acid (4.94 g, 0.0188 mol), and potassium carbonate (10.4 g, 0.0753 mol) in toluene (100 mL), 1-butanol (20 mL) and water (15 mL) and the resulting mixture was degassed by sparging nitrogen through it. To the reaction was added tetrakis(triphenylphosphine)palladium(0) (1.0 g, 0.00091 mol). The mixture was stirred rapidly and was heated to reflux for 1.5 hour. LCMS analysis showed t... Starting materials: C(=O)NC1=NC(=NN1)S(=O)(=O)NC1=C(C(=CC=C1Cl)C)Cl (5-formylamino-N-(2,6-dichloro-3-methylphenyl)-1,2,4-triazole-3-sulfonamide), Cl (hydrochloric acid). The solvent is [OH-].[Na+] (sodium hydroxide). Product: NC1=NC(=NN1)S(=O)(=O)NC1=C(C(=CC=C1Cl)C)Cl (5-Amino-N-(2,6-dichloro-3-methylphenyl)-1,2,4-triazole-3-sulfonamide). RXN SMILES: C([NH:3][C:4]1[NH:8][N:7]=[C:6]([S:9]([NH:12][C:13]2[C:18]([Cl:19])=[CH:17][CH:16]=[C:15]([CH3:20])[C:14]=2[Cl:21])(=[O:11])=[O:10])[N:5]=1)=O.Cl>[OH-].[Na+]>[NH2:3][C:4]1[NH:8][N:7]=[C:6]([S:9]([NH:12][C:13]2[C:18]([Cl:19])=[CH:17][CH:16]=[C:15]([CH3:20])[C:14]=2[Cl:21])(=[O:11])=[O:10])[N:5]=1 |f:2.3|. Reported procedure: A mixture of 3.5 g (10 mmol) of 5-formylamino-N-(2,6-dichloro-3-methylphenyl)-1,2,4-triazole-3-sulfonamide and 50 ml of 1 percent aqueous sodium hydroxide was heated to reflux for 4 hours and was then cooled and acidified with dilute aqueous hydrochloric acid. The solids that formed were collected by filtration and dried to obtain 2.77 g (86 percent of theory) of the title compound, m.p. 243°-44° C. The proton and carbon nmr spectra were consistent with the assigned structure. The reactants are O=C1CCC(=O)N1Br, O=C(OOC(=O)c1ccccc1)c1ccccc1, ClC(Cl)(Cl)Cl, COc1ccc(-c2nc3c(C)cc(OC)cc3s2)cc1. The product is COc1ccc(-c2nc3c(CBr)cc(OC)cc3s2)cc1. As a reaction SMILES: [Br:21][N:22]1[C:23](=[O:24])[CH2:25][CH2:26][C:27]1=[O:28].[C:29]([O:30][O:31][C:32](=[O:33])[c:34]1[cH:35][cH:36][cH:37][cH:38][cH:39]1)(=[O:40])[c:41]1[cH:42][cH:43][cH:44][cH:45][cH:46]1.[C:47]([Cl:48])([Cl:49])([Cl:50])[Cl:51].[CH3:1][c:2]1[cH:3][c:4]([O:19][CH3:20])[cH:5][c:6]2[c:7]1[n:8][c:9](-[c:11]1[cH:12][cH:13][c:14]([O:17][CH3:18])[cH:15][cH:16]1)[s:10]2>>[CH2:1]([c:2]1[cH:3][c:4]([O:19][CH3:20])[cH:5][c:6]2[c:7]1[n:8][c:9](-[c:11]1[cH:12][cH:13][c:14]([O:17][CH3:18])[cH:15][cH:16]1)[s:10]2)[Br:21].